From a dataset of the Open Reaction Database (ORD), a public repository of structured organic reaction records. describe an organic reaction: reactants, conditions, products, and yield Starting materials: [Si](C)(C)(C(C)(C)C)OC1=CC=CC=2N(N=NC21)COCC[Si](C)(C)C (4-(tert-butyldimethylsilyloxy)-1-((2-(trimethylsilyl)ethoxy)methyl)-1H-benzo[d][1,2,3]triazole), [F-].C(CCC)[N+](CCCC)(CCCC)CCCC (tetrabutyl ammonium fluoride). The solvent is O1CCCC1 (tetrahydrofuran). The product is C[Si](CCOCN1N=NC2=C1C=CC=C2O)(C)C (1-((2-(trimethylsilyl)ethoxy)methyl)-1H-benzo[d][1,2,3]triazol-4-ol). RXN SMILES: [Si]([O:8][C:9]1[C:17]2[N:16]=[N:15][N:14]([CH2:18][O:19][CH2:20][CH2:21][Si:22]([CH3:25])([CH3:24])[CH3:23])[C:13]=2[CH:12]=[CH:11][CH:10]=1)(C(C)(C)C)(C)C.[F-].C([N+](CCCC)(CCCC)CCCC)CCC>O1CCCC1>[CH3:23][Si:22]([CH3:25])([CH3:24])[CH2:21][CH2:20][O:19][CH2:18][N:14]1[C:13]2[CH:12]=[CH:11][CH:10]=[C:9]([OH:8])[C:17]=2[N:16]=[N:15]1 |f:1.2|. Reported procedure: A mixture of EXAMPLE 514B (1.32 g) and 1.0 N tetrabutyl ammonium fluoride (10.4 mL) in tetrahydrofuran (15 mL) was stirred for 2 hours. The solvent was removed, and the residue was partitioned between water and ethyl acetate. The organic layer was separated, and the aqueous layer was extracted with additional ethyl acetate. The combined organic layers were washed with brine, dried over MgSO4, filtered, and concentrated. The residue was purified by flash chromatography on silica gel using 10% eth...